Dataset: the Open Reaction Database (ORD), a public repository of structured organic reaction records. Task: describe an organic reaction: reactants, conditions, products, and yield The reactants are C1(CCCC1)C(=O)N1CC(CC(C1)C1=CC=C(C=C1)CC)C(=O)O (1-(cyclopentylcarbonyl)-5-(4-ethylphenyl)piperidine-3-carboxylic acid), NC(C(=O)OCC)=NO (ethyl 2-amino(hydroxyimino)ethanoate). The product is C1(CCCC1)C(=O)N1CC(CC(C1)C1=CC=C(C=C1)CC)C1=NC(=NO1)C(=O)OCC (Ethyl 5-[1-(cyclopentylcarbonyl)-5-(4-ethylphenyl)piperidin-3-yl]-1,2,4-oxadiazole-3-carboxylate). RXN SMILES: [CH:1]1([C:6]([N:8]2[CH2:13][CH:12]([C:14]3[CH:19]=[CH:18][C:17]([CH2:20][CH3:21])=[CH:16][CH:15]=3)[CH2:11][CH:10]([C:22](O)=O)[CH2:9]2)=[O:7])[CH2:5][CH2:4][CH2:3][CH2:2]1.[NH2:25][C:26](=[N:32][OH:33])[C:27]([O:29][CH2:30][CH3:31])=[O:28]>>[CH:1]1([C:6]([N:8]2[CH2:13][CH:12]([C:14]3[CH:19]=[CH:18][C:17]([CH2:20][CH3:21])=[CH:16][CH:15]=3)[CH2:11][CH:10]([C:22]3[O:33][N:32]=[C:26]([C:27]([O:29][CH2:30][CH3:31])=[O:28])[N:25]=3)[CH2:9]2)=[O:7])[CH2:2][CH2:3][CH2:4][CH2:5]1. Reported procedure: 198 mg (0.60 mmol) of 1-(cyclopentylcarbonyl)-5-(4-ethylphenyl)piperidine-3-carboxylic acid (Example 7A) and 87 mg (0.66 mmol, 1.1 eq.) of ethyl 2-amino(hydroxyimino)ethanoate were reacted according to the General Method 1. Yield: 73 mg (27% of theory) Reactants: C(CC1=CC=CC=C1)N (phenethylamine), ClC=1C2=C(N=C(N1)C1=CC=NO1)SC(=C2)C (4-chloro-2-(isoxazol-5-yl)-6-methyl-thieno-[2,3-d]-pyrimidine). Yields the product O1N=CC=C1C=1N=C(C2=C(N1)SC(=C2)C)NCCC2=CC=CC=C2 (2-(isoxazol-5-yl)-4-phenethylamino-6-methyl-thieno-[2,3-d]-pyrimidine). As a reaction SMILES: [CH2:1]([NH2:9])[CH2:2][C:3]1[CH:8]=[CH:7][CH:6]=[CH:5][CH:4]=1.Cl[C:11]1[C:12]2[CH:24]=[C:23]([CH3:25])[S:22][C:13]=2[N:14]=[C:15]([C:17]2[O:21][N:20]=[CH:19][CH:18]=2)[N:16]=1>>[O:21]1[C:17]([C:15]2[N:16]=[C:11]([NH:9][CH2:1][CH2:2][C:3]3[CH:8]=[CH:7][CH:6]=[CH:5][CH:4]=3)[C:12]3[CH:24]=[C:23]([CH3:25])[S:22][C:13]=3[N:14]=2)=[CH:18][CH:19]=[N:20]1. Procedure details: With the procedure of Example 1, the reaction of phenethylamine with 4-chloro-2-(isoxazol-5-yl)-6-methyl-thieno-[2,3-d]-pyrimidine yields 2-(isoxazol-5-yl)-4-phenethylamino-6-methyl-thieno-[2,3-d]-pyrimidine. Starting materials: C1(=CC=CC=C1)OC (anisole), C(C)(C)(C)OC(NC[C@@H](C)C1=C(NC2=CC=C(C=C12)C(C(=O)N1C2CCC1CC2)(C)C)C2=CC(=CC(=C2)C)C)=O ((S)-{2-[5-[2-(7-azabicyclo[2.2.1]hept-7-yl)-1,1-dimethyl-2-oxo-ethyl]-2-(3,5-dimethylphenyl)-1H-indol-3-yl]-propyl}-carbamic acid tert-butyl ester), FC(C(=O)O)(F)F (trifluoroacetic acid). Reaction conditions: temperature 0 celsius, time 2 hour. Product: NC[C@@H](C)C1=C(NC2=CC=C(C=C12)C(C(=O)N1C2CCC1CC2)(C)C)C2=CC(=CC(=C2)C)C ((S)-2-[3-(2-amino-1-methylethyl)-2-(3,5-dimethylphenyl)-1H-indol-5-yl]-1-(7-azabicyclo[2.2.1]hept-7-yl)-2-methylpropan-1-one). The yield is 99.0%. RXN SMILES: C1(OC)C=CC=CC=1.FC(F)(F)C(O)=O.C(OC(=O)[NH:22][CH2:23][C@H:24]([C:26]1[C:34]2[C:29](=[CH:30][CH:31]=[C:32]([C:35]([CH3:46])([CH3:45])[C:36]([N:38]3[CH:42]4[CH2:43][CH2:44][CH:39]3[CH2:40][CH2:41]4)=[O:37])[CH:33]=2)[NH:28][C:27]=1[C:47]1[CH:52]=[C:51]([CH3:53])[CH:50]=[C:49]([CH3:54])[CH:48]=1)[CH3:25])(C)(C)C>>[NH2:22][CH2:23][C@H:24]([C:26]1[C:34]2[C:29](=[CH:30][CH:31]=[C:32]([C:35]([CH3:46])([CH3:45])[C:36]([N:38]3[CH:42]4[CH2:43][CH2:44][CH:39]3[CH2:40][CH2:41]4)=[O:37])[CH:33]=2)[NH:28][C:27]=1[C:47]1[CH:52]=[C:51]([CH3:53])[CH:50]=[C:49]([CH3:54])[CH:48]=1)[CH3:25]. Procedure details: To a solution of (S)-{2-[5-[2-(7-azabicyclo[2.2.1]hept-7-yl)-1,1-dimethyl-2-oxo-ethyl]-2-(3,5-dimethylphenyl)-1H-indol-3-yl]-propyl}-carbamic acid tert-butyl ester (2.6 g in 90 mL methylene chloride) at 0° C. was added 5.2 mL anisole followed by 37 mL trifluoroacetic acid and the mixture stirred at 0° C. After 2 hours, the mixture was concentrated in vacuo and the residual acid removed by azeotrope with toluene. Purifiaction by flash chromatography on silica gel (methylene chloride:methanol:ammo... As a reaction SMILES: [Cl:1][C:2]1[CH:20]=[CH:19][CH:18]=[C:17]([Cl:21])[C:3]=1[CH2:4][N:5]1[C:10](=[O:11])[CH2:9][NH:8][C:7]2[N:12]=[CH:13][C:14](I)=[CH:15][C:6]1=2.[N:22]1[CH:27]=[CH:26][CH:25]=[C:24](B(O)O)[CH:23]=1>>[Cl:1][C:2]1[CH:20]=[CH:19][CH:18]=[C:17]([Cl:21])[C:3]=1[CH2:4][N:5]1[C:10](=[O:11])[CH2:9][NH:8][C:7]2[N:12]=[CH:13][C:14]([C:24]3[CH:23]=[N:22][CH:27]=[CH:26][CH:25]=3)=[CH:15][C:6]1=2. Procedure: 1-(2,6-Dichlorobenzyl)-7-iodo-3,4-dihydro-1H-pyrido[2,3-b]pyrazin-2-one (150 mg) was reacted with pyridine-3-boronic acid as in General Procedure 4B to give the title compound as a brown solid. M.p.>200° C., LCMS: m/z=385.48 (M+H+), 1H-NMR (DMSO-d6, 400 MHz) δ 4.06 (2H, s), 5.45 (2H, s), 7.07 (1H, s), 7.45 (5H, m), 7.85 (1H, d, J=7.8 Hz), 8.01 (1H, s), 8.49 (1H, d, J=4.8 Hz), 8.67 (1H, s) (NMR and LCMS indicate presence of triphenylphosphine impurity) Reactants: ClC1=C(CN2C3=C(NCC2=O)N=CC(=C3)I)C(=CC=C1)Cl (1-(2,6-Dichlorobenzyl)-7-iodo-3,4-dihydro-1H-pyrido[2,3-b]pyrazin-2-one), N1=CC(=CC=C1)B(O)O (pyridine-3-boronic acid). Yields the product ClC1=C(CN2C3=C(NCC2=O)N=CC(=C3)C=3C=NC=CC3)C(=CC=C1)Cl (1-(2,6-Dichlorobenzyl)-7-pyridin-3-yl-3,4-dihydro-1H-pyrido[2,3-b]pyrazin-2-one). As a reaction SMILES: [CH3:31][S:32]([CH3:33])=[O:34].[CH3:4][S:5]([O:6][CH2:9][CH2:10][CH:11]([c:12]1[cH:13][nH:14][c:15]2[c:16]([CH2:21][S:22][CH3:23])[cH:17][cH:18][cH:19][c:20]12)[c:24]1[cH:25][cH:26][c:27]([CH3:30])[cH:28][cH:29]1)(=[O:7])=[O:8].[K:1][C:2]#[N:3]>>[C:2](#[N:3])[CH2:9][CH2:10][CH:11]([c:12]1[cH:13][nH:14][c:15]2[c:16]([CH2:21][S:22][CH3:23])[cH:17][cH:18][cH:19][c:20]12)[c:24]1[cH:25][cH:26][c:27]([CH3:30])[cH:28][cH:29]1. Product: CSCc1cccc2c(C(CCC#N)c3ccc(C)cc3)c[nH]c12. Reactants: CS(C)=O, CSCc1cccc2c(C(CCOS(C)(=O)=O)c3ccc(C)cc3)c[nH]c12, N#C[K].